This data is from the Open Reaction Database (ORD), a public repository of structured organic reaction records. The task is: describe an organic reaction: reactants, conditions, products, and yield Reactants: TEA, FC1=C(OC=2C=3C=C4C(=CC3N=CC2)OCCOCCOCCO4)C=CC(=C1)[N+](=O)[O-] (4-(2-Fluoro-4-nitro-phenoxy)-7,8,10,11,13,14-hexahydro-6,9,12,15-tetraoxa-1-aza-cyclododeca[b]naphthalene), CN(C)C=O (DMF). Reagents/catalysts: [Pd] (Pd/C). The solvent is CO (MeOH). Product: NC1=CC(=C(OC=2C=3C=C4C(=CC3N=CC2)OCCOCCOCCO4)C=C1)F (4-(4-Amino-2-Fluoro-phenoxy)-7,8,10,11,13,14-hexahydro-6,9,12,15-tetraoxa-1-aza-cyclododeca[b]naphthalene), solid. The yield is 99.0%. As a reaction SMILES: [F:1][C:2]1[CH:28]=[C:27]([N+:29]([O-])=O)[CH:26]=[CH:25][C:3]=1[O:4][C:5]1[C:6]2[CH:7]=[C:8]3[O:24][CH2:23][CH2:22][O:21][CH2:20][CH2:19][O:18][CH2:17][CH2:16][O:15][C:9]3=[CH:10][C:11]=2[N:12]=[CH:13][CH:14]=1.CN(C=O)C>[Pd].CO>[NH2:29][C:27]1[CH:26]=[CH:25][C:3]([O:4][C:5]2[C:6]3[CH:7]=[C:8]4[O:24][CH2:23][CH2:22][O:21][CH2:20][CH2:19][O:18][CH2:17][CH2:16][O:15][C:9]4=[CH:10][C:11]=3[N:12]=[CH:13][CH:14]=2)=[C:2]([F:1])[CH:28]=1. Procedure details: To a par hydrogenation reaction vessel was 4-(2-Fluoro-4-nitro-phenoxy)-7,8,10,11,13,14-hexahydro-6,9,12,15-tetraoxa-1-aza-cyclododeca[b]naphthalene (0.800 g, 1.6 mmol, 1.0 eq.), DMF (50 ml), EtoAc (50 ml), MeOH (50 ml), TEA (5 ml) and 10% Pd/C (200 mg). The vessel was placed on the par hydrogenator at 35 psi overnight. The Pd was filtered and the solvent removed to give 4-(4-Amino-2-Fluoro-phenoxy)-7,8,10,11,13,14-hexahydro-6,9,12,15-tetraoxa-1-aza-cyclododeca[b]naphthalene as an off yellow sol...